This data is from the Open Reaction Database (ORD), a public repository of structured organic reaction records. The task is: describe an organic reaction: reactants, conditions, products, and yield Reactants: NC1=CC(=NN1C1=C(C2=C(C(=C1OCO2)F)F)Cl)C#N (5-amino-1-(2-chloro-4,5-difluoromethylenedioxyphenyl)-3-cyanopyrazole), S(=O)(Cl)Cl (thionyl chloride), FC(S(=O)[O-])(F)F.[Na+] (sodium trifluoromethanesulfinate), S(=O)(=O)(O)C1=CC=C(C)C=C1.CNC (dimethylamine tosylate). The solvent is C1(=CC=CC=C1)C (toluene), O (water). Conditions: temperature 55 celsius, time 10 hour. Yields the product NC1=C(C(=NN1C1=C(C2=C(C(=C1OCO2)F)F)Cl)C#N)SC(F)(F)F (5-amino-1-(2-chloro-4,5-difluoro-methylenedioxyphenyl)-3-cyano-4-trifluoromethylsulfenylpyrazole). Isolated yield 25.1%. Reaction SMILES: [NH2:1][C:2]1[N:6]([C:7]2[C:12]3[O:13][CH2:14][O:15][C:9](=[C:10]([F:17])[C:11]=3[F:16])[C:8]=2[Cl:18])[N:5]=[C:4]([C:19]#[N:20])[CH:3]=1.[F:21][C:22]([F:27])([F:26])[S:23]([O-])=O.[Na+].S(C1C=CC(C)=CC=1)(O)(=O)=O.CNC.S(Cl)(Cl)=O>C1(C)C=CC=CC=1.O>[NH2:1][C:2]1[N:6]([C:7]2[C:12]3[O:13][CH2:14][O:15][C:9](=[C:10]([F:17])[C:11]=3[F:16])[C:8]=2[Cl:18])[N:5]=[C:4]([C:19]#[N:20])[C:3]=1[S:23][C:22]([F:27])([F:26])[F:21] |f:1.2,3.4|. Procedure: To a suspension wherein 5-amino-1-(2-chloro-4,5-difluoromethylenedioxyphenyl)-3-cyanopyrazole (897 mg, 3.00 mmol), sodium trifluoromethanesulfinate (936 mg, 6.00 mmol) and dimethylamine tosylate (1.629 g, 7.5 mmol) are in toluene (5 ml), thionyl chloride (714 mg, 3.00 mmol) was added dropwise under ice cooling over a period of about 10 minutes and stirred at 50 to 60° C. for 10 hours. After allowing time to cool, the reaction solution was poured into water, extracted with ethyl acetate, and the ... Starting materials: COC1=CC=C2C(C(C3=C(OC4(CCNCC4)CS3)C2=C1)=O)=O (9-methoxyspiro[naphtho[1,2-b][1,4]oxathiine-2,4′-piperidine]-5,6-dione), ClC1=CC=C(OC[C@H]2OC2)C=C1 ((2S)-2-[(4-chlorophenoxy)methyl]oxirane). Yields the product ClC1=CC=C(OC[C@H](CN2CCC3(CC2)CSC2=C(O3)C3=CC(=CC=C3C(C2=O)=O)OC)O)C=C1 (1′-[(2S)-3-(4-chlorophenoxy)-2-hydroxypropyl]-9-methoxyspiro[naphtho[1,2-b][1,4]oxathiine-2,4′-piperidine]-5,6-dione). As a reaction SMILES: [CH3:1][O:2][C:3]1[CH:21]=[C:20]2[C:6]([C:7](=[O:23])[C:8](=[O:22])[C:9]3[S:19][CH2:18][C:12]4([CH2:17][CH2:16][NH:15][CH2:14][CH2:13]4)[O:11][C:10]=32)=[CH:5][CH:4]=1.[Cl:24][C:25]1[CH:35]=[CH:34][C:28]([O:29][CH2:30][C@@H:31]2[CH2:33][O:32]2)=[CH:27][CH:26]=1>>[Cl:24][C:25]1[CH:35]=[CH:34][C:28]([O:29][CH2:30][C@@H:31]([OH:32])[CH2:33][N:15]2[CH2:16][CH2:17][C:12]3([O:11][C:10]4[C:20]5[C:6]([C:7](=[O:23])[C:8](=[O:22])[C:9]=4[S:19][CH2:18]3)=[CH:5][CH:4]=[C:3]([O:2][CH3:1])[CH:21]=5)[CH2:13][CH2:14]2)=[CH:27][CH:26]=1. Procedure details: Compound 210 was synthesized using 9-methoxyspiro[naphtho[1,2-b][1,4]oxathiine-2,4′-piperidine]-5,6-dione, (2S)-2-[(4-chlorophenoxy)methyl]oxirane and conditions outlined in procedure Y. M.p.=109-110° C.; 400 MHz 1H NMR (DMSO-d6) δ: 7.88 (d, J=8.8 Hz, 1H), 7.32 (d, J=8.8 Hz, 2H), 7.21 (brs, 1H), 7.10 (dd, 1H), 6.97 (d, J=9.2 Hz, 2H), 4.84 (s, 1H), 3.98 (brm, 6H), 3.07 (s, 2H), 2.80 (m, 2H), 2.41 (m, 4H), 1.99 (m, 2H), 1.82 (m, 2H); LCMS: 516 [M+H]. Starting materials: O=C([O-])[O-], CN(C)C=O, N#CCCl, Oc1ccc(Oc2cccc(Cl)c2)cc1Cl, [K+], [K+], O. The product is N#CCOc1ccc(Oc2cccc(Cl)c2)cc1Cl. As a reaction SMILES: [C:21](=[O:22])([O-:23])[O-:24].[CH3:28][N:29]([CH3:30])[CH:31]=[O:32].[Cl:17][CH2:18][C:19]#[N:20].[Cl:1][c:2]1[c:3]([OH:16])[cH:4][cH:5][c:6]([O:8][c:9]2[cH:10][c:11]([Cl:15])[cH:12][cH:13][cH:14]2)[cH:7]1.[K+:25].[K+:26].[OH2:27]>>[Cl:1][c:2]1[c:3]([O:16][CH2:18][C:19]#[N:20])[cH:4][cH:5][c:6]([O:8][c:9]2[cH:10][c:11]([Cl:15])[cH:12][cH:13][cH:14]2)[cH:7]1. As a reaction SMILES: [CH3:19][O:20][CH2:21][CH2:22][O:23][CH2:24][CH2:25][O:26][CH3:27].[Cl:1][c:2]1[c:3]([S:13]([NH:14][CH3:15])(=[O:16])=[O:17])[cH:4][c:5]([C:8]([CH:9]=[N+:10]=[N-:11])=[O:12])[cH:6][cH:7]1.[ClH:18]>>[Cl:1][c:2]1[c:3]([S:13]([NH:14][CH3:15])(=[O:16])=[O:17])[cH:4][c:5]([C:8]([CH2:9][Cl:18])=[O:12])[cH:6][cH:7]1. Product: CNS(=O)(=O)c1cc(C(=O)CCl)ccc1Cl. Reactants: COCCOCCOC, CNS(=O)(=O)c1cc(C(=O)C=[N+]=[N-])ccc1Cl, Cl. Reactants: COC1=C(C(=C(C=C1OCOC)OC)OCOC)CCCCCC1=C(C(=CC(=C1OCOC)OC)OCOC)OC (2,2'-pentamethylenebis[1,4-dimethoxy-3,6-bis(methoxymethoxy)benzene]), BrN1C(CCC1=O)=O (N-bromosuccinimide), CN(CCN(C)C)C (N,N,N',N'-tetramethylethylenediamine), C(CCC)[Li] (n-butyllithium). Run in O1CCCC1 (tetrahydrofuran), CN(P(N(C)C)(N(C)C)=O)C (hexamethylphosphoric triamide), O1CCCC1 (tetrahydrofuran). Reaction conditions: temperature -78 celsius, time 30 minute. Yields the product COC1=C(C(=C(C=C1OCOC)OC)OCOC)CCCCCC1=C(C(=C(C(=C1OCOC)OC)Br)OCOC)OC (1-[2,5-dimethoxy-3,6-bis(methoxymethoxy)phenyl]-5-[2,5-dimethoxy- 3,6-bis(methoxymethoxy)-4-bromophenyl]pentane). As a reaction SMILES: [CH3:1][O:2][C:3]1[C:8]([O:9][CH2:10][O:11][CH3:12])=[CH:7][C:6]([O:13][CH3:14])=[C:5]([O:15][CH2:16][O:17][CH3:18])[C:4]=1[CH2:19][CH2:20][CH2:21][CH2:22][CH2:23][C:24]1[C:29]([O:30][CH2:31][O:32][CH3:33])=[C:28]([O:34][CH3:35])[CH:27]=[C:26]([O:36][CH2:37][O:38][CH3:39])[C:25]=1[O:40][CH3:41].CN(C)CCN(C)C.C([Li])CCC.[Br:55]N1C(=O)CCC1=O>O1CCCC1.CN(C)P(=O)(N(C)C)N(C)C>[CH3:41][O:40][C:25]1[C:26]([O:36][CH2:37][O:38][CH3:39])=[CH:27][C:28]([O:34][CH3:35])=[C:29]([O:30][CH2:31][O:32][CH3:33])[C:24]=1[CH2:23][CH2:22][CH2:21][CH2:20][CH2:19][C:4]1[C:5]([O:15][CH2:16][O:17][CH3:18])=[C:6]([O:13][CH3:14])[C:7]([Br:55])=[C:8]([O:9][CH2:10][O:11][CH3:12])[C:3]=1[O:2][CH3:1]. Procedure: 998 Milligrams of 2,2'-pentamethylenebis[1,4-dimethoxy-3,6-bis(methoxymethoxy)benzene] was dissolved in a mixed solvent of 30 ml of tetrahydrofuran with 3 ml of hexamethylphosphoric triamide, to this solution was added 1.03 ml of N,N,N',N'-tetramethylethylenediamine, was cooled to -78° C. on a dry ice-acetone mixture bath. 4.56 Milliliters of n-butyllithium (1.6 M, n-hexane solution) was added dropwise to the reaction mixture and stirred for 30 minutes. Next, 15 ml of tetrahydrofuran solution co... Procedure details: To a solution of 2-(4-phenoxyphenyl)-4-(4-fluorophenyl)-5-(4-pyridyl)imidazole (prepared by the method described in Example 2; 150 mg, 0.37 mmol) in DMF (1 mL) was added solid sodium hydride (8.9 mg of a 60% oil dispersion, 0.37 mmol). The reaction was stirred for 1 h at room temperature and then cooled to -20° C. Di-t-butyl carbonate (85 μL, 0.37 mmol) was added and the reaction was placed in a refrigerator for 4 days. The reaction was quenched by the addition of water and the mixture was extra... Conditions: time 1 hour. Yields the product C(C)(C)(C)OC(=O)N1C(=NC(=C1C1=CC=C(C=C1)F)C1=CC=NC=C1)C1=CC=C(C=C1)OC1=CC=CC=C1 (1-(t-butyloxycarbonyl)-5-(4-fluorophenyl)-2-(4-phenoxyphenyl)-4-(4-pyridyl)imidazole). Solvent: CN(C)C=O (DMF). RXN SMILES: [O:1]([C:8]1[CH:13]=[CH:12][C:11]([C:14]2[NH:15][C:16]([C:26]3[CH:31]=[CH:30][N:29]=[CH:28][CH:27]=3)=[C:17]([C:19]3[CH:24]=[CH:23][C:22]([F:25])=[CH:21][CH:20]=3)[N:18]=2)=[CH:10][CH:9]=1)[C:2]1[CH:7]=[CH:6][CH:5]=[CH:4][CH:3]=1.[H-].[Na+].[C:34](=O)([O:40]C(C)(C)C)[O:35][C:36]([CH3:39])([CH3:38])[CH3:37]>CN(C=O)C>[C:36]([O:35][C:34]([N:18]1[C:17]([C:19]2[CH:24]=[CH:23][C:22]([F:25])=[CH:21][CH:20]=2)=[C:16]([C:26]2[CH:31]=[CH:30][N:29]=[CH:28][CH:27]=2)[N:15]=[C:14]1[C:11]1[CH:10]=[CH:9][C:8]([O:1][C:2]2[CH:7]=[CH:6][CH:5]=[CH:4][CH:3]=2)=[CH:13][CH:12]=1)=[O:40])([CH3:39])([CH3:38])[CH3:37] |f:1.2|. The reactants are O(C1=CC=CC=C1)C1=CC=C(C=C1)C=1NC(=C(N1)C1=CC=C(C=C1)F)C1=CC=NC=C1 (2-(4-phenoxyphenyl)-4-(4-fluorophenyl)-5-(4-pyridyl)imidazole), C(OC(C)(C)C)(OC(C)(C)C)=O (Di-t-butyl carbonate), [H-].[Na+] (sodium hydride), oil. The reactants are C[C@]12CCC(=O)C=C1CC[C@@H]3[C@@H]2[C@H](C[C@]4([C@H]3CC[C@@]4(C(=O)CO)O)C)O (Hydrocortisone), C[C@]12C[C@@H]([C@H]3[C@H]([C@@H]1CC[C@@]2(C(=O)CO)O)CCC4=CC(=O)C=C[C@]34C)O (prednisolone), C[C@@H]1C[C@H]2[C@@H]3CCC4=CC(=O)C=C[C@@]4([C@]3([C@H](C[C@@]2([C@]1(C(=O)CO)O)C)O)F)C (dexamethasone), alkyl formylalkanoate, Cl(=O)(=O)(=O)O (perchloric acid). Run in ClCCl (dichloromethane). Product: 17,21-carboxycyclic acetal pregnane, C[C@]12CCC(=O)C=C1CC[C@@H]3[C@@H]2[C@H](C[C@]4([C@H]3CC[C@@]4(C(=O)CO)O)C)O (hydrocortisone), C(=O)C(C(=O)OC)CC (methyl formylbutyrate). Reaction SMILES: [CH3:1][C@@:2]12[C@H:12]3[C@@H:13]([OH:26])[CH2:14][C@:15]4([CH3:25])[C@@:19]([OH:24])([C:20]([CH2:22][OH:23])=[O:21])[CH2:18][CH2:17][C@H:16]4[C@@H:11]3[CH2:10][CH2:9][C:8]1=[CH:7][C:5](=[O:6])[CH2:4][CH2:3]2.C[C@@:28]12[C@@:36](O)([C:37](CO)=[O:38])[CH2:35][CH2:34][C@H]1[C@@H]1CCC3[C@@](C)([C@H]1[C@@H](O)C2)C=CC(=O)C=3.C[C@H]1[C@](O)(C(CO)=O)[C@]2(C)[C@H]([C@H]3[C@](F)([C@@H](O)C2)[C@]2(C)C(=C[C:62](C=C2)=[O:63])CC3)C1.Cl(O)(=O)(=O)=[O:82]>ClCCl>[CH3:1][C@@:2]12[C@H:12]3[C@@H:13]([OH:26])[CH2:14][C@:15]4([CH3:25])[C@@:19]([OH:24])([C:20]([CH2:22][OH:23])=[O:21])[CH2:18][CH2:17][C@H:16]4[C@@H:11]3[CH2:10][CH2:9][C:8]1=[CH:7][C:5](=[O:6])[CH2:4][CH2:3]2.[CH:37]([CH:36]([CH2:35][CH3:34])[C:28]([O:63][CH3:62])=[O:82])=[O:38]. Procedure: Hydrocortisone or prednisolone or dexamethasone or bethamethasone is reacted with an alkyl formylalkanoate in a solution of dichloromethane in the presence of catalytic amount of perchloric acid to produce the corresponding 17,21-carboxycyclic acetal pregnane derivatives, e.g., when hydrocortisone and methyl formylbutyrate are used the product is (IV) 11β-hydroxy-3,20-dioxo-17,21-(methoxycarbonyl-n-propyl) methylenedioxy-4-pregnene; when prednisolone and methyl formylacetate are used the product...